The task is: describe an organic reaction: reactants, conditions, products, and yield. This data is from the Open Reaction Database (ORD), a public repository of structured organic reaction records. The reactants are CC=1C=C(C=NC1C)C(=O)C1=CNC2=CC=CC=C2C1=O (3-(5,6-Dimethyl-pyridine-3-carbonyl)-1H-quinolin-4-one), [H-].[Na+] (sodium hydride), BrCC1=NC(=CC=C1)C (2-bromomethyl-6-methyl-pyridine). Run in CN(C=O)C (N,N-dimethylformamide). Product: CC=1C=C(C=NC1C)C(=O)C1=CN(C2=CC=CC=C2C1=O)CC1=NC(=CC=C1)C (3-(5,6-dimethyl-pyridine-3-carbonyl)-1-(6-methyl-pyridin-2-ylmethyl)-1H-quinolin-4-one), white solid. As a reaction SMILES: [CH3:1][C:2]1[CH:3]=[C:4]([C:9]([C:11]2[C:20](=[O:21])[C:19]3[C:14](=[CH:15][CH:16]=[CH:17][CH:18]=3)[NH:13][CH:12]=2)=[O:10])[CH:5]=[N:6][C:7]=1[CH3:8].[H-].[Na+].Br[CH2:25][C:26]1[CH:31]=[CH:30][CH:29]=[C:28]([CH3:32])[N:27]=1>CN(C)C=O>[CH3:1][C:2]1[CH:3]=[C:4]([C:9]([C:11]2[C:20](=[O:21])[C:19]3[C:14](=[CH:15][CH:16]=[CH:17][CH:18]=3)[N:13]([CH2:25][C:26]3[CH:31]=[CH:30][CH:29]=[C:28]([CH3:32])[N:27]=3)[CH:12]=2)=[O:10])[CH:5]=[N:6][C:7]=1[CH3:8] |f:1.2|. Procedure details: Compound 4h was prepared following the procedure described in Step 3 of Example 1. Briefly described here, 65 mg (0.23 mmol) of 3-(5,6-dimethyl-pyridine-3-carbonyl)-1H-quinolin-4-one 3c, 11 mg (0.28 mmol) of 60% sodium hydride and 52 mg (0.28 mmol) of 2-bromomethyl-6-methyl-pyridine (prepared as described by Paine, J. B.; J. Het. Chem. 1987, 351) in 0.7 mL N,N-dimethylformamide were stirred at rt for 2 h. The product was purified using reverse phase HPLC, mobile phase with a gradient 10-70% acet... The reactants are FC=1C=C(C=CC1N1C=C(C=C1)C=CC(=O)OCC)N1C(O[C@H](C1)CNC(C)=O)=O ((S)-N-[[3-[3-Fluoro-4-[3-(2-carboethoxyvinyl)-1H-pyrrol-1-yl]phenyl]-2-oxo-5-oxazolidinyl]methyl]acetamide), [BH4-].[Na+] (sodium borohydride), [Cl-].[NH4+] (ammonium chloride). The reagents and catalysts are Cl[Cu] (copper [I] chloride). Solvent: CO.C1CCOC1 (Methanol THF). Run at temperature 0 celsius, time 30 minute. The product is FC=1C=C(C=CC1N1C=C(C=C1)CCC(=O)OCC)N1C(O[C@H](C1)CNC(C)=O)=O ((S)-N-[[3-[3-Fluoro-4-[3-(2-carboethoxyethyl)-1H-pyrrol-1-yl]phenyl]-2-oxo-5-oxazolidinyl]methyl]acetamide). The yield is 99.8%. Reaction SMILES: [F:1][C:2]1[CH:3]=[C:4]([N:20]2[CH2:24][C@H:23]([CH2:25][NH:26][C:27](=[O:29])[CH3:28])[O:22][C:21]2=[O:30])[CH:5]=[CH:6][C:7]=1[N:8]1[CH:12]=[CH:11][C:10]([CH:13]=[CH:14][C:15]([O:17][CH2:18][CH3:19])=[O:16])=[CH:9]1.[BH4-].[Na+].[Cl-].[NH4+]>Cl[Cu].CO.C1COCC1>[F:1][C:2]1[CH:3]=[C:4]([N:20]2[CH2:24][C@H:23]([CH2:25][NH:26][C:27](=[O:29])[CH3:28])[O:22][C:21]2=[O:30])[CH:5]=[CH:6][C:7]=1[N:8]1[CH:12]=[CH:11][C:10]([CH2:13][CH2:14][C:15]([O:17][CH2:18][CH3:19])=[O:16])=[CH:9]1 |f:1.2,3.4,6.7|. Procedure: A solution of 150 mg (0.36 mmol) of the compound of Example 23 and 54 mg (0.54 mmol) of copper [I] chloride in 15 mL 1:1 Methanol-THF at 0° C. was treated with 136 mg (3.6 mmol) of sodium borohydride. The solution was stirred at 0° C. for 30 min and then warmed to ambient temperature for 1 h. The solution was treated with 2 mL saturated ammonium chloride solution, followed by filtration through celite. The filtrate was concentrated in vacuo and the residue was diluted with ethyl acetate and extr... The reactants are C(C)OC(=O)C=1C=NC2=C(C=CC=C2C1NC1CCCC1)OC (4-cyclopentylamino-8-methoxy-quinoline-3-carboxylic acid ethyl ester), N(=C=O)C1=CC2=C(OCO2)C=C1 (5-isocyanato-benzo[1,3]dioxole). Product: O1COC2=C1C=CC(=C2)N2C(N(C1=C(C=NC=3C(=CC=CC13)OC)C2=O)C2CCCC2)=O (3-Benzo[1,3]dioxol-5-yl-1-cyclopentyl-7-methoxy-1H-pyrimido[5,4-c]quinoline-2,4-dione). The yield is 76.5%. As a reaction SMILES: C(O[C:4]([C:6]1[CH:7]=[N:8][C:9]2[C:14]([C:15]=1[NH:16][CH:17]1[CH2:21][CH2:20][CH2:19][CH2:18]1)=[CH:13][CH:12]=[CH:11][C:10]=2[O:22][CH3:23])=[O:5])C.[N:24]([C:27]1[CH:35]=[CH:34][C:30]2[O:31][CH2:32][O:33][C:29]=2[CH:28]=1)=[C:25]=[O:26]>>[O:31]1[C:30]2[CH:34]=[CH:35][C:27]([N:24]3[C:4](=[O:5])[C:6]4[CH:7]=[N:8][C:9]5[C:10]([O:22][CH3:23])=[CH:11][CH:12]=[CH:13][C:14]=5[C:15]=4[N:16]([CH:17]4[CH2:21][CH2:20][CH2:19][CH2:18]4)[C:25]3=[O:26])=[CH:28][C:29]=2[O:33][CH2:32]1. Procedure details: 3-Benzo[1,3]dioxol-5-yl-1-cyclopentyl-7-methoxy-1H-pyrimido[5,4-c]quinoline-2,4-dione (33 mg) was prepared from 4-cyclopentylamino-8-methoxy-quinoline-3-carboxylic acid ethyl ester (0.1 mmol) and 5-isocyanato-benzo[1,3]dioxole (0.5 mmol) following general procedure C. LCMS: m/z 432 [M+1]+.